This data is from the Open Reaction Database (ORD), a public repository of structured organic reaction records. The task is: describe an organic reaction: reactants, conditions, products, and yield Starting materials: S(O)(O)(=O)=O (sulphuric acid), C(#N)N1C2=C(C=C(C3=C1C=CC=C3)[N+](=O)[O-])C=CC=C2 (5-cyano-10-nitro-5H-dibenz[b,f]azepine), O (water). Solvent: C(Cl)(Cl)Cl (chloroform), C(C)(=O)O (acetic acid). Reaction conditions: time 15 hour. The product is C(N)(=O)N1C2=C(C=C(C3=C1C=CC=C3)[N+](=O)[O-])C=CC=C2 (5-carbamoyl-10-nitro-5H-dibenz[b,f]azepine). As a reaction SMILES: S(=O)(=O)(O)O.[C:6]([N:8]1[C:14]2[CH:15]=[CH:16][CH:17]=[CH:18][C:13]=2[C:12]([N+:19]([O-:21])=[O:20])=[CH:11][C:10]2[CH:22]=[CH:23][CH:24]=[CH:25][C:9]1=2)#[N:7].[OH2:26]>C(O)(=O)C.C(Cl)(Cl)Cl>[C:6]([N:8]1[C:14]2[CH:15]=[CH:16][CH:17]=[CH:18][C:13]=2[C:12]([N+:19]([O-:21])=[O:20])=[CH:11][C:10]2[CH:22]=[CH:23][CH:24]=[CH:25][C:9]1=2)(=[O:26])[NH2:7]. Procedure: 2 ml of concentrated sulphuric acid are added dropwise to a suspension of 4.0 g (0.015 mole) of 5-cyano-10-nitro-5H-dibenz[b,f]azepine in 40 ml of acetic acid and the mixture is stirred for a further 15 hours at room temperature. 100 ml of water are gradually added to the clear solution, the precipitated material is taken up in chloroform, and the chloroform layer is washed with water and evaporated to dryness. After recrystallisation of the residue from isopropanol, pure 5-carbamoyl-10-nitro-5H... Solvent: O (water). Isolated yield 90.0%. Procedure: A suspension of 14.74 g of wet immobilized cells of Example 14 in 30 ml of water containing 2.25 g of trans-cinnamic acid, 652 mg of ammonium chloride and 3.3 ml of concentrated ammonium hydroxide was adjusted to pH 9.5. The mixture was shaken at 37°C for 18 hours giving about 90% yield of L-phenylalanine, based on recovered cinnamic acid. The reaction solids were filtered and washed with water to give 14 g of wet immobilized cells containing 77% of their original phenylalanine ammonia-lyase act... Product: N[C@@H](CC1=CC=CC=C1)C(=O)O (L-phenylalanine). As a reaction SMILES: [C:1]([OH:11])(=[O:10])/[CH:2]=[CH:3]/[C:4]1[CH:9]=[CH:8][CH:7]=[CH:6][CH:5]=1.[Cl-].[NH4+:13].[OH-].[NH4+]>O>[NH2:13][C@H:2]([C:1]([OH:11])=[O:10])[CH2:3][C:4]1[CH:5]=[CH:6][CH:7]=[CH:8][CH:9]=1 |f:1.2,3.4|. Reaction conditions: temperature 37 celsius, time 18 hour. Reactants: C(\C=C\C1=CC=CC=C1)(=O)O (trans-cinnamic acid), [Cl-].[NH4+] (ammonium chloride), [OH-].[NH4+] (ammonium hydroxide).